Dataset: the Open Reaction Database (ORD), a public repository of structured organic reaction records. Task: describe an organic reaction: reactants, conditions, products, and yield The reactants are C1COCCO1, CNC1CCCCC1, CC(C)(C)[O-], CCCc1cc(CCC)c(-c2ccccc2P(C2CCCCC2)C2CCCCC2)c(CCC)c1, CC(C)[Si](C(C)C)(C(C)C)n1ccc2c(Cl)c(F)cnc21, [Na+]. Yields the product CC(C)[Si](C(C)C)(C(C)C)n1ccc2c(N(C)C3CCCCC3)c(F)cnc21. As a reaction SMILES: [CH2:70]1[O:71][CH2:72][CH2:73][O:74][CH2:75]1.[CH3:22][NH:23][CH:24]1[CH2:25][CH2:26][CH2:27][CH2:28][CH2:29]1.[CH3:30][C:31]([CH3:32])([O-:33])[CH3:34].[CH:36]1([P:37]([CH:38]2[CH2:39][CH2:40][CH2:41][CH2:42][CH2:43]2)[c:44]2[cH:45][cH:46][cH:47][cH:48][c:49]2-[c:50]2[c:51]([CH2:52][CH2:53][CH3:54])[cH:55][c:56]([CH2:57][CH2:58][CH3:59])[cH:60][c:61]2[CH2:62][CH2:63][CH3:64])[CH2:65][CH2:66][CH2:67][CH2:68][CH2:69]1.[Cl:1][c:2]1[c:3]2[c:4]([n:5][cH:6][c:7]1[F:8])[n:9]([Si:12]([CH:13]([CH3:14])[CH3:15])([CH:16]([CH3:17])[CH3:18])[CH:19]([CH3:20])[CH3:21])[cH:10][cH:11]2.[Na+:35]>>[c:2]1([N:23]([CH3:22])[CH:24]2[CH2:25][CH2:26][CH2:27][CH2:28][CH2:29]2)[c:3]2[c:4]([n:5][cH:6][c:7]1[F:8])[n:9]([Si:12]([CH:13]([CH3:14])[CH3:15])([CH:16]([CH3:17])[CH3:18])[CH:19]([CH3:20])[CH3:21])[cH:10][cH:11]2. Starting materials: C(C1=CC=CC=C1)NC(CCl)=O (N-benzyl-2-chloroacetamide), C(C1=CC=CC=C1)NC(CCl)=O (N-benzyl-2-chloroacetamide), CCN(C(C)C)C(C)C (DIPEA), FC1=C(N)C(=CC(=C1)F)F (2,4,6-trifluoro-aniline), CCN(C(C)C)C(C)C (DIPEA). Solvent: CN(C)C=O (DMF), CCOC(=O)C (AcOEt). Run at temperature 100 celsius, time 40 hour. Product: C(C1=CC=CC=C1)NC(CNC1=C(C=C(C=C1F)F)F)=O (N-Benzyl-2-(2,4,6-trifluoro-phenylamino)-acetamide). Isolated yield 23.7%. As a reaction SMILES: [CH2:1]([NH:8][C:9](=[O:12])[CH2:10]Cl)[C:2]1[CH:7]=[CH:6][CH:5]=[CH:4][CH:3]=1.CCN(C(C)C)C(C)C.[F:22][C:23]1[CH:29]=[C:28]([F:30])[CH:27]=[C:26]([F:31])[C:24]=1[NH2:25]>CN(C=O)C.CCOC(C)=O>[CH2:1]([NH:8][C:9](=[O:12])[CH2:10][NH:25][C:24]1[C:23]([F:22])=[CH:29][C:28]([F:30])=[CH:27][C:26]=1[F:31])[C:2]1[CH:7]=[CH:6][CH:5]=[CH:4][CH:3]=1. Procedure: A mixture of N-benzyl-2-chloroacetamide (700 mg—obtained as described for intermediate 1), DIPEA (0.76 mL) and 2,4,6-trifluoro-aniline (559 mg) in anhydrous DMF (5 mL) was stirred at 100° C. for 40 hours under a Nitrogen atmosphere. Then, more DIPEA (0.2 mL) was added and the mixture was heated to 100° C. for further 4 hours. After cooling to room temperature, the solution was diluted with AcOEt and washed with water and ice. The separated aqueous phase was extracted with further AcOEt (3×30 mL)...